Dataset: the Open Reaction Database (ORD), a public repository of structured organic reaction records. Task: describe an organic reaction: reactants, conditions, products, and yield Procedure: 536 mg (1.45 mmol) of racemic ethyl 5-cyano-2,6-dimethyl-4-(2-methyl-4-oxo-4H-chromen-8-yl)-1,4-dihydropyridine-3-carboxylate (example 7) are separated into the enantiomers by preparative HPLC on a chiral phase [column: Chiralpak AS-H, 250 mm×4.6 mm; eluent: isohexane/ethanol 3:1 (v/v)+0.2% diethylamine; flow rate: 1 ml/min; W detection: 220 nm]: Reactants: C(#N)C=1C(C(=C(NC1C)C)C(=O)OCC)C=1C=CC=C2C(C=C(OC12)C)=O (Ethyl 5-cyano-2,6-dimethyl-4-(2-methyl-4-oxo-4H-chromen-8-yl)-1,4-dihydropyridine-3-carboxylate), CCCC(C)C.C(C)O (isohexane ethanol), C(C)NCC (diethylamine). RXN SMILES: [C:1]([C:3]1[CH:4]([C:16]2[CH:17]=[CH:18][CH:19]=[C:20]3[C:25]=2[O:24][C:23]([CH3:26])=[CH:22][C:21]3=[O:27])[C:5]([C:11]([O:13][CH2:14][CH3:15])=[O:12])=[C:6]([CH3:10])[NH:7][C:8]=1[CH3:9])#[N:2].CCCC(C)C.C(O)C.C(NCC)C>>[C:1]([C:3]1[C@@H:4]([C:16]2[CH:17]=[CH:18][CH:19]=[C:20]3[C:25]=2[O:24][C:23]([CH3:26])=[CH:22][C:21]3=[O:27])[C:5]([C:11]([O:13][CH2:14][CH3:15])=[O:12])=[C:6]([CH3:10])[NH:7][C:8]=1[CH3:9])#[N:2] |f:1.2|. Product: C(#N)C=1[C@H](C(=C(NC1C)C)C(=O)OCC)C=1C=CC=C2C(C=C(OC12)C)=O (Ethyl (4S)-5-cyano-2,6-dimethyl-4-(2-methyl-4-oxo-4H-chromen-8-yl)-1,4-dihydropyridine-3-carboxylate). Starting materials: NC1=C(C=C(C=C1)Cl)S (2-amino-5-chlorothiophenol), COC(C1(CO1)C1=CC=C(C=C1)OC)=O ((4-methoxyphenyl)glycidic acid methyl ester), O.C1(=CC=C(C=C1)S(=O)(=O)O)C (p-toluenesulfonic acid hydrate), C=1(C(=CC=CC1)C)C (xylene). Solvent: C1(=CC=CC=C1)C (toluene). Yields the product COC1=CC=C(C=C1)[C@@H]1SC2=C(NC([C@@H]1O)=O)C=CC(=C2)Cl ((+)-cis-2-(4-methoxyphenyl)-3-hydroxy-8-chloro-2,3-dihydro-1,5-benzothiazepin-4(5H)-one). As a reaction SMILES: [NH2:1][C:2]1[CH:7]=[CH:6][C:5]([Cl:8])=[CH:4][C:3]=1[SH:9].C[O:11][C:12](=O)[C:13]1(C2C=CC(OC)=CC=2)[O:15]C1.[OH2:25].[C:26]1([CH3:36])[CH:31]=[CH:30][C:29](S(O)(=O)=O)=[CH:28][CH:27]=1.[C:37]1(C)C(C)=CC=CC=1>C1(C)C=CC=CC=1>[CH3:37][O:25][C:29]1[CH:30]=[CH:31][C:26]([C@H:36]2[C@@H:13]([OH:15])[C:12](=[O:11])[NH:1][C:2]3[CH:7]=[CH:6][C:5]([Cl:8])=[CH:4][C:3]=3[S:9]2)=[CH:27][CH:28]=1 |f:2.3|. Procedure details: In 400 ml of toluene are dissolved 24.0 g of 2-amino-5-chlorothiophenol and 31.2 g of (4-methoxyphenyl)glycidic acid methyl ester, and the solution is refluxed under nitrogen atmosphere for 2 hours. To the reaction mixture are added 1.43 g of p-toluenesulfonic acid hydrate and 350 ml of xylene and the mixture is refluxed for 2 hours and simultaneously 350 ml of the solvent is distilled. After cooling, precipitated crystals are collected by filtration to give 19.8 g of (+)-cis-2-(4-methoxyphenyl)... Solvent: O (water). Isolated yield 59.0%. Procedure details: 2,6-Dimethyl-4(1H)-pyridone (Chem. Abs., 84, 4811x, (1976)) (52.56 g, 0.427 mol) was dissolved in water (100 ml) at 50° C., and fuming nitric acid (40 ml) was added dropwise. The mixture was cooled in ice for 45 minutes, the pale buff crystals obtained were filtered off, washed with a little water, and sucked dry to give 2,6-dimethyl-4(1H)-pyridone nitrate salt, (46.79 g, 59%). This material was added in portions to a mixture of fuming sulphuric acid (23 ml) and fuming nitric acid (31 ml) at roo... Product: [N+](=O)(O)[O-].CC=1NC(=CC(C1)=O)C (2,6-dimethyl-4(1H)-pyridone nitrate salt). Reactants: CC=1NC(=CC(C1)=O)C (2,6-Dimethyl-4(1H)-pyridone), [N+](=O)(O)[O-] (nitric acid). Reaction SMILES: [CH3:1][C:2]1[NH:3][C:4]([CH3:9])=[CH:5][C:6](=[O:8])[CH:7]=1.[N+:10]([O-:13])([OH:12])=[O:11]>O>[N+:10]([O-:13])([OH:12])=[O:11].[CH3:1][C:2]1[NH:3][C:4]([CH3:9])=[CH:5][C:6](=[O:8])[CH:7]=1 |f:3.4|.